From a dataset of the Open Reaction Database (ORD), a public repository of structured organic reaction records. describe an organic reaction: reactants, conditions, products, and yield Reactants: solution, C(C(=O)Cl)(=O)Cl (oxalylchloride), N1=C(C=CC=C1C)C (2,6-lutidine), ClC=1C=C(C=CC1S(=O)(=O)C)[C@H](C(=O)NC1=NN(C=C1)C)CC1CCCC1 (3-[2(R)-(3-chloro-4-methanesulfonyl-phenyl)-3-cyclopentyl-propionylamino]-1-methyl-pyrazole), ClC1=CC=C(CN2N=C(C=C2)N)C=C1 (1-(4-chloro-benzyl)-1H-pyrazol-3-ylamine). Run in C(Cl)Cl (methylene chloride), C(Cl)Cl (methylene chloride). Conditions: temperature 25 celsius, time 1 hour. Product: ClC1=CC=C(CN2N=C(C=C2)NC([C@H](CC2CCCC2)C2=CC(=C(C=C2)S(=O)(=O)C)Cl)=O)C=C1 (N-[1-(4-chloro-benzyl)-1H-pyrazol-3-yl]-2(R)-(3-chloro-4-methanesulfonyl-phenyl)-3-cyclopentyl-propionamide). Isolated yield 74.9%. Reaction SMILES: [Cl:1][C:2]1[CH:3]=[C:4]([C@@H:12]([CH2:22][CH:23]2[CH2:27][CH2:26][CH2:25][CH2:24]2)[C:13]([NH:15][C:16]2[CH:20]=[CH:19][N:18]([CH3:21])[N:17]=2)=[O:14])[CH:5]=[CH:6][C:7]=1[S:8]([CH3:11])(=[O:10])=[O:9].C(Cl)(=O)C(Cl)=O.N1C(C)=CC=CC=1C.[Cl:42][C:43]1[CH:55]=[CH:54][C:46](CN2C=CC(N)=N2)=[CH:45][CH:44]=1>C(Cl)Cl>[Cl:42][C:43]1[CH:55]=[CH:54][C:46]([CH2:21][N:18]2[CH:19]=[CH:20][C:16]([NH:15][C:13](=[O:14])[C@@H:12]([C:4]3[CH:5]=[CH:6][C:7]([S:8]([CH3:11])(=[O:10])=[O:9])=[C:2]([Cl:1])[CH:3]=3)[CH2:22][CH:23]3[CH2:24][CH2:25][CH2:26][CH2:27]3)=[N:17]2)=[CH:45][CH:44]=1. Procedure details: To a solution containing 2(R)-(3-chloro-4-methanesulfonyl-phenyl)-3-cyclopentyl-propionic acid (prepared as in PCT WO 2004/052869 A1, Example 1, 100 mg, 0.30 mmol) in methylene chloride (20 mL), was then added a 2.0 M solution of oxalylchloride in methylene chloride (181 μL, 0.36 mmol) at 0° C. and allowed to stir at 25° C. for 1 h, after which time 2,6-lutidine (70 μL, 0.61 mmol) was added to the solution at 0° C. After 1 h, crude 1-(4-chloro-benzyl)-1H-pyrazol-3-ylamine (0.42 mmol based on the...